This data is from the Open Reaction Database (ORD), a public repository of structured organic reaction records. The task is: describe an organic reaction: reactants, conditions, products, and yield Starting materials: C(C(=O)O)(=O)O.N1=C(C=CC=C1)N(C(=O)C1=CC2=C(N(C(=N2)CNC2=CC=C(C=C2)C(N)=N)C)C=C1)CCC(=O)OCC (1-methyl-2-[N-[4-amidinophenyl]aminomethyl]benzimidazol-5-yl-carboxylicacid-N-(2-pyridyl)-N-(2-ethoxycarbonylethyl)amide oxalate), C([O-])([O-])=O.[K+].[K+] (Potassium carbonate). Run in C(C)#N (acetonitrile), O (water). Run at temperature 12.5 celsius, time 60 minute. Product: N1=C(C=CC=C1)N(C(=O)C1=CC2=C(N(C(=N2)CNC2=CC=C(C=C2)C(N)=N)C)C=C1)CCC(=O)OCC (1-methyl-2-[N-[4-amidinophenyl]aminomethyl]benzimidazol-5-yl-carboxylicacid-N-(2-pyridyl)-N-(2-ethoxy carbonylethyl)amide). As a reaction SMILES: C(O)(=O)C(O)=O.[N:7]1[CH:12]=[CH:11][CH:10]=[CH:9][C:8]=1[N:13]([CH2:37][CH2:38][C:39]([O:41][CH2:42][CH3:43])=[O:40])[C:14]([C:16]1[CH:36]=[CH:35][C:19]2[N:20]([CH3:34])[C:21]([CH2:23][NH:24][C:25]3[CH:30]=[CH:29][C:28]([C:31](=[NH:33])[NH2:32])=[CH:27][CH:26]=3)=[N:22][C:18]=2[CH:17]=1)=[O:15].C(=O)([O-])[O-].[K+].[K+]>C(#N)C.O>[N:7]1[CH:12]=[CH:11][CH:10]=[CH:9][C:8]=1[N:13]([CH2:37][CH2:38][C:39]([O:41][CH2:42][CH3:43])=[O:40])[C:14]([C:16]1[CH:36]=[CH:35][C:19]2[N:20]([CH3:34])[C:21]([CH2:23][NH:24][C:25]3[CH:30]=[CH:29][C:28]([C:31](=[NH:32])[NH2:33])=[CH:27][CH:26]=3)=[N:22][C:18]=2[CH:17]=1)=[O:15] |f:0.1,2.3.4|. Procedure details: Dissolved 1-methyl-2-[N-[4-amidinophenyl]aminomethyl]benzimidazol-5-yl-carboxylicacid-N-(2-pyridyl)-N-(2-ethoxycarbonylethyl)amide oxalate compound of formula-6a (100 g) in a mixture of acetonitrile (1200 ml) and water (800 ml) and cooled to 10-15° C. Potassium carbonate (66.24 g) was added to the reaction mixture and stirred for 60 minutes at 10-15° C. Filtered the obtained solid, washed with water and then dried to get title compound. Starting materials: O1CCOCC1 (Dioxane), C(C)(=O)O (acetic acid), ClC1=CC=C(OCC2=C(C=CC=C2)C(C(=O)N=CNO)=NOC)C=C1 (2-(4-chlorophenoxymethyl)-N-hydroxyaminomethylene-α-methoxyiminophenylacetamide). Run in CCOCC (ether). Run at temperature 120 celsius, time 4 hour. The product is CON=C(C1=C(C=CC=C1)COC1=CC=C(C=C1)Cl)C1=NC=NO1 (2-(4-chlorophenoxymethyl)phenyl 1,2,4-oxadiazol-5-yl ketone O-methyloxime). The yield is 40.7%. RXN SMILES: O1CCOCC1.C(O)(=O)C.[Cl:11][C:12]1[CH:35]=[CH:34][C:15]([O:16][CH2:17][C:18]2[CH:23]=[CH:22][CH:21]=[CH:20][C:19]=2[C:24](=[N:31][O:32][CH3:33])[C:25]([N:27]=[CH:28][NH:29][OH:30])=O)=[CH:14][CH:13]=1>CCOCC>[CH3:33][O:32][N:31]=[C:24]([C:25]1[O:30][N:29]=[CH:28][N:27]=1)[C:19]1[CH:20]=[CH:21][CH:22]=[CH:23][C:18]=1[CH2:17][O:16][C:15]1[CH:34]=[CH:35][C:12]([Cl:11])=[CH:13][CH:14]=1. Procedure details: Dioxane (2 ml) and acetic acid (1.5 ml) were added to 2-(4-chlorophenoxymethyl)-N-hydroxyaminomethylene-α-methoxyiminophenylacetamide (0.36 g, 1 mmol), and the mixture was stirred at 120° C. for 4 hours. After completion of the reaction, ether (150 ml) was added, and the mixture was washed with saturated aqueous sodium bicarbonate solution (100 ml) twice. The ether layer was dried over anhydrous magnesium sulfate and concentrated under reduced pressure, and the residue was purified by silica gel... Run in C(Cl)(Cl)(Cl)Cl (CCl4), C(Cl)Cl (CH2Cl2). As a reaction SMILES: [C:1]([O:6][CH2:7][CH:8]1[O:10][CH2:9]1)(=[O:5])[C:2]([CH3:4])=[CH2:3].[OH:11][CH:12]([CH3:26])[CH2:13][N:14]([CH2:22][CH:23]([OH:25])[CH3:24])[CH2:15][CH2:16][NH:17][CH2:18][CH:19]([OH:21])[CH3:20].COC1C=CC(O)=CC=1.CO>C(Cl)Cl.C(Cl)(Cl)(Cl)Cl>[CH3:20][CH:19]([OH:21])[CH2:18][N:17]([CH2:9][CH:8]([OH:10])[CH3:7])[CH2:16][CH2:15][N:14]([CH2:22][CH:23]([OH:25])[CH3:24])[CH2:13][CH:12]([OH:11])[CH3:26].[C:1]([O-:6])(=[O:5])[C:2]([CH3:4])=[CH2:3] |f:6.7|. Procedure: (VI-a): Glycidyl methacrylate (5.0 g, 35.5 mmol) was added, dropwise, to a solution of N,N,N'-tris(2-hydroxypropyl)ethylenediamine (V-a) (8.3 g, 35.5 mmol) in 10 mL of CH2Cl2 at room temperature. 4-Methoxyphenol (0.03 g) was added to prevent polymerization. The reaction was maintained for 72 hours at room temperature, then warmed to 30° C. for an additional 24 hours. The reaction was followed by TLC (4 percent MeOH in CCl4 ; glycidyl methacrylate Rf 0.69). Quadrol methacrylate (VI-a) was obtaine... The product is CC(CN(CCN(CC(C)O)CC(C)O)CC(C)O)O.C(C(=C)C)(=O)[O-] (Quadrol methacrylate). Reactants: C(C(=C)C)(=O)OCC1CO1 (glycidyl methacrylate), C(C(=C)C)(=O)OCC1CO1 (Glycidyl methacrylate), CO (MeOH), OC(CN(CCNCC(C)O)CC(C)O)C (N,N,N'-tris(2-hydroxypropyl)ethylenediamine), COC1=CC=C(C=C1)O (4-Methoxyphenol). The reactants are BrCCOC (1-bromo-2-methoxyethane), C1(CCCCC1)C(=O)OC (methyl cyclohexanecarboxylate). Yields the product COCC1(CCCCC1)C(=O)OC (methyl 1-(methoxymethyl)cyclohexanecarboxylate). Reaction SMILES: BrC[CH2:3][O:4][CH3:5].[CH:6]1([C:12]([O:14][CH3:15])=[O:13])[CH2:11][CH2:10][CH2:9][CH2:8][CH2:7]1>>[CH3:3][O:4][CH2:5][C:6]1([C:12]([O:14][CH3:15])=[O:13])[CH2:11][CH2:10][CH2:9][CH2:8][CH2:7]1. Procedure: The title compound was prepared by substituting bromomethylmethyl ether for 1-bromo-2-methoxyethane and methyl cyclohexanecarboxylate for EXAMPLE 134A in EXAMPLE 134B. Reaction SMILES: [Cl:1][c:2]1[n:3][cH:4][c:5]([Cl:23])[c:6]([NH:8][c:9]2[c:10]([O:21][CH3:22])[cH:11][c:12]([N:15]3[CH2:16][CH2:17][O:18][CH2:19][CH2:20]3)[cH:13][cH:14]2)[n:7]1.[NH2:24][c:25]1[cH:26][c:27]2[c:28]([cH:43][c:44]1[O:45][CH3:46])[CH2:29][CH2:30][N:31]([CH2:34][C:35](=[O:36])[N:37]1[CH2:38][CH2:39][O:40][CH2:41][CH2:42]1)[CH2:32][CH2:33]2>>[c:2]1([NH:24][c:25]2[cH:26][c:27]3[c:28]([cH:43][c:44]2[O:45][CH3:46])[CH2:29][CH2:30][N:31]([CH2:34][C:35](=[O:36])[N:37]2[CH2:38][CH2:39][O:40][CH2:41][CH2:42]2)[CH2:32][CH2:33]3)[n:3][cH:4][c:5]([Cl:23])[c:6]([NH:8][c:9]2[c:10]([O:21][CH3:22])[cH:11][c:12]([N:15]3[CH2:16][CH2:17][O:18][CH2:19][CH2:20]3)[cH:13][cH:14]2)[n:7]1. Product: COc1cc2c(cc1Nc1ncc(Cl)c(Nc3ccc(N4CCOCC4)cc3OC)n1)CCN(CC(=O)N1CCOCC1)CC2. Reactants: COc1cc(N2CCOCC2)ccc1Nc1nc(Cl)ncc1Cl, COc1cc2c(cc1N)CCN(CC(=O)N1CCOCC1)CC2.